This data is from the Open Reaction Database (ORD), a public repository of structured organic reaction records. The task is: describe an organic reaction: reactants, conditions, products, and yield Reactants: ON1C(CC(CC1(C)C)O)(C)C (1-oxyl-4-hydroxy-2,2,6,6-tetramethylpiperidine), C1=CCCCCCC1 (cyclooctene). Run at temperature 87.5 celsius. Yields the product C1(C=CCCCCC1)ON1C(CC(CC1(C)C)O)(C)C (1-(Cyclooct-2-enyloxy)-2,2,6,6-tetramethyl-4-hydroxypiperidine). Yield: 17.4%. As a reaction SMILES: [OH:1][N:2]1[C:7]([CH3:9])([CH3:8])[CH2:6][CH:5]([OH:10])[CH2:4][C:3]1([CH3:12])[CH3:11].[CH:13]1[CH2:20][CH2:19][CH2:18][CH2:17][CH2:16][CH2:15][CH:14]=1>>[CH:20]1([O:1][N:2]2[C:7]([CH3:8])([CH3:9])[CH2:6][CH:5]([OH:10])[CH2:4][C:3]2([CH3:12])[CH3:11])[CH2:19][CH2:18][CH2:17][CH2:16][CH2:15][CH:14]=[CH:13]1. Reported procedure: A mixture of 15.0 g (0.09 mol) of 1-oxyl-4-hydroxy-2,2,6,6-tetramethylpiperidine and 126.6 g (1.15 mol) of cyclooctene is heated under a nitrogen atmosphere at 87-88° C. for 40 hours. The reaction mixture is filtered to remove 1,4-dihydroxy-2,2,6,6-tetramethylpiperidine, and the filtrate is washed with 5% ascorbic acid (2×50 mL) and distilled water (2×50 mL). The organic phase is dried over anhydrous magnesium sulfate and the volatiles removed in vacuo. The residue is crystallized from heptane t...